From a dataset of the Open Reaction Database (ORD), a public repository of structured organic reaction records. describe an organic reaction: reactants, conditions, products, and yield Reactants: CC(C)(C)[Si](C)(C)OC(CBr)c1ccc(C#N)cc1, O=C([O-])O, C1CCOC1, CCOC(=O)CC1CCCNC1, [Na+]. Product: CCOC(=O)CC1CCCN(CC(O[Si](C)(C)C(C)(C)C)c2ccc(C#N)cc2)C1. As a reaction SMILES: [Br:1][CH2:2][CH:3]([O:4][Si:5]([CH3:6])([CH3:7])[C:8]([CH3:9])([CH3:10])[CH3:11])[c:12]1[cH:13][cH:14][c:15]([C:16]#[N:17])[cH:18][cH:19]1.[C:20](=[O:21])([OH:22])[O-:23].[CH2:37]1[O:38][CH2:39][CH2:40][CH2:41]1.[NH:25]1[CH2:26][CH:27]([CH2:31][C:32](=[O:33])[O:34][CH2:35][CH3:36])[CH2:28][CH2:29][CH2:30]1.[Na+:24]>>[CH2:2]([CH:3]([O:4][Si:5]([CH3:6])([CH3:7])[C:8]([CH3:9])([CH3:10])[CH3:11])[c:12]1[cH:13][cH:14][c:15]([C:16]#[N:17])[cH:18][cH:19]1)[N:25]1[CH2:26][CH:27]([CH2:31][C:32](=[O:33])[O:34][CH2:35][CH3:36])[CH2:28][CH2:29][CH2:30]1. The reactants are C(C)(C)(C)OC(=O)N1C2C(CC1)N(CC2C(NC2=CC=CC1=CC=CC=C21)=O)C(CNC(=O)OCC2=CC=CC=C2)=O (4-(2-Benzyloxycarbonylamino-acetyl)-6-(naphthalen-1-ylcarbamoyl)-hexahydro-pyrrolo[3,2-b]pyrrole-1-carboxylic acid tert-butyl ester), C(=O)(C(F)(F)F)O (TFA). Run in C(Cl)Cl (DCM). Run at time 1 hour. Yields the product C(C1=CC=CC=C1)OC(NCC(=O)N1C2C(C(C1)C(NC1=CC=CC3=CC=CC=C13)=O)NCC2)=O ({2-[3-(Naphthalen-1-ylcarbamoyl)-hexahydro-pyrrolo[3,2-b]pyrrol-1-yl]-2-oxo-ethyl}-carbamic acid benzyl ester). The yield is 110.4%. RXN SMILES: C(OC([N:8]1[CH2:12][CH2:11][CH:10]2[N:13]([C:29](=[O:42])[CH2:30][NH:31][C:32]([O:34][CH2:35][C:36]3[CH:41]=[CH:40][CH:39]=[CH:38][CH:37]=3)=[O:33])[CH2:14][CH:15]([C:16](=[O:28])[NH:17][C:18]3[C:27]4[C:22](=[CH:23][CH:24]=[CH:25][CH:26]=4)[CH:21]=[CH:20][CH:19]=3)[CH:9]12)=O)(C)(C)C.C(O)(C(F)(F)F)=O>C(Cl)Cl>[CH2:35]([O:34][C:32](=[O:33])[NH:31][CH2:30][C:29]([N:13]1[CH2:14][CH:15]([C:16](=[O:28])[NH:17][C:18]2[C:27]3[C:22](=[CH:23][CH:24]=[CH:25][CH:26]=3)[CH:21]=[CH:20][CH:19]=2)[CH:9]2[NH:8][CH2:12][CH2:11][CH:10]12)=[O:42])[C:36]1[CH:37]=[CH:38][CH:39]=[CH:40][CH:41]=1. Procedure details: A solution of 55 (400 mg, 0.69 mmol) in DCM (10 mL) was treated with TFA (3 mL) at ambient temperature. After 1 h, the solution was concentrated, diluted with EtOAc, and washed with saturated NaHCO3. The aqueous phase was back extracted with DCM and the combined organic extracts were washed with brine, dried over anhydrous Na2SO4, filtered and concentrated to afford 56 (360 mg) which was used without further purification. Mass spectrum, m/z [473.2] (M+H)+.